This data is from the Open Reaction Database (ORD), a public repository of structured organic reaction records. The task is: describe an organic reaction: reactants, conditions, products, and yield Starting materials: [N+](=O)([O-])[O-].[K+] (potassium nitrate), C(C)OC1=C(C(=O)O)C=CC(=C1)[N+](=O)[O-] (2-ethoxy-4-nitrobenzoic acid). Run in S(O)(O)(=O)=O (sulphuric acid). Conditions: time 3 hour. Yields the product [N+](=O)([O-])C1=CC(=C(C(=O)O)C=C1[N+](=O)[O-])OCC (4,5-dinitro-2-ethoxy-benzoic Acid). Yield: 87.9%. RXN SMILES: [N+:1]([O-])([O-:3])=[O:2].[K+].[CH2:6]([O:8][C:9]1[CH:17]=[C:16]([N+:18]([O-:20])=[O:19])[CH:15]=[CH:14][C:10]=1[C:11]([OH:13])=[O:12])[CH3:7]>S(=O)(=O)(O)O>[N+:18]([C:16]1[C:15]([N+:1]([O-:3])=[O:2])=[CH:14][C:10]([C:11]([OH:13])=[O:12])=[C:9]([O:8][CH2:6][CH3:7])[CH:17]=1)([O-:20])=[O:19] |f:0.1|. Procedure: To a mixture of potassium nitrate (4.80 g, 47.4 mmol) in concentrated sulphuric acid (20 mL) was added portion-wise at 0° C. 2-ethoxy-4-nitrobenzoic acid (4.00 g, 19.0 mmol). The mixture was stirred at 0° C.-r.t. for 3 h, then poured onto ice (120 mL) and stirred for a further 1 h. The precipitate formed was collected by filtration, washing with water, and dried through azeotrope with toluene to give the title compound (4.28 g) as a white solid. 1H NMR (300 MHz, DMSO-d6) δ 8.50 (s, 1H), 7.95 (s,...